From a dataset of the Open Reaction Database (ORD), a public repository of structured organic reaction records. describe an organic reaction: reactants, conditions, products, and yield Reactants: FC=1C=CC=C2C=C(C=NC12)O (8-fluoro-3-hydroxyquinoline), C([O-])([O-])=O.[K+].[K+] (potassium carbonate), CC(=O)C1=C(C=CC=C1F)F (2,6-difluoroacetophenone). Run in C(C)#N (acetonitrile). Yields the product FC1=C(C=O)C(=CC=C1)OC=1C=NC2=C(C=CC=C2C1)F (2-fluoro-6-(8-fluoroquinolin-3-yloxy)-benzaldehyde). The yield is 57.2%. Reaction SMILES: [F:1][C:2]1[CH:3]=[CH:4][CH:5]=[C:6]2[C:11]=1[N:10]=[CH:9][C:8]([OH:12])=[CH:7]2.C(=O)([O-])[O-].[K+].[K+].C[C:20]([C:22]1[C:27]([F:28])=[CH:26][CH:25]=[CH:24][C:23]=1F)=[O:21]>C(#N)C>[F:28][C:27]1[CH:26]=[CH:25][CH:24]=[C:23]([O:12][C:8]2[CH:9]=[N:10][C:11]3[C:6]([CH:7]=2)=[CH:5][CH:4]=[CH:3][C:2]=3[F:1])[C:22]=1[CH:20]=[O:21] |f:1.2.3|. Procedure: After 30 ml of acetonitrile was added to 3.0 g of 8-fluoro-3-hydroxyquinoline, 3.1 g of potassium carbonate and 3.5 g of 2,6-difluoroacetophenone were added. After the reaction solution was heated under reflux for 3 hours, the reaction solution was filtered with CELITE. After the filtrate was extracted with ethyl acetate, the organic layer was concentrated and purified by silica gel column chromatography to obtain 3.0 g of 2-fluoro-6-(8-fluoroquinolin-3-yloxy)-benzaldehyde (Compound Number 341).